Dataset: the Open Reaction Database (ORD), a public repository of structured organic reaction records. Task: describe an organic reaction: reactants, conditions, products, and yield Starting materials: FC=1C=NC=C(C(=O)OCC)C1 (ethyl 5-fluoronicotinate), O.NN (hydrazine monohydrate). The solvent is O (water). The product is FC=1C=C(C=NC1)C(=O)NN (5-fluoro-3-pyridinecarbohydrazide). Isolated yield 83.0%. Reaction SMILES: [F:1][C:2]1[CH:3]=[N:4][CH:5]=[C:6]([CH:12]=1)[C:7](OCC)=[O:8].O.[NH2:14][NH2:15]>O>[F:1][C:2]1[CH:12]=[C:6]([C:7]([NH:14][NH2:15])=[O:8])[CH:5]=[N:4][CH:3]=1 |f:1.2|. Procedure details: A mixture of 6.7 g of ethyl 5-fluoronicotinate (cf. U.S. Pat. No. 3,637,714) and 6.0 g of hydrazine monohydrate is stirred at 110° C. for 2 hours. After cooling, 30 ml of cold water is added, and the precipitate is collected and washed with cold water to give 5.1 g of crude 5-fluoro-3-pyridinecarbohydrazide. To a stirred mixture of 5.1 g of the hydrazide in 40 ml of pyridine, 6.9 g of p-toluenesulfonyl chloride is added slowly. After the mixture becomes a clear solution, the remaining pyridine i... Starting materials: CS(=O)(=O)Cl, ClCCl, CC(C)(C)OC(=O)n1c(-c2ccc(N)c3c2C(=O)NC3)cc2cc(CN3CCCCC3)ccc21, O, c1ccncc1. Yields the product CC(C)(C)OC(=O)n1c(-c2ccc(NS(C)(=O)=O)c3c2C(=O)NC3)cc2cc(CN3CCCCC3)ccc21. RXN SMILES: [CH3:41][S:42]([Cl:43])(=[O:44])=[O:45].[Cl:47][CH2:48][Cl:49].[NH2:1][c:2]1[c:3]2[c:7]([c:8](-[c:11]3[n:12]([C:27](=[O:28])[O:29][C:30]([CH3:31])([CH3:32])[CH3:33])[c:13]4[cH:14][cH:15][c:16]([CH2:20][N:21]5[CH2:22][CH2:23][CH2:24][CH2:25][CH2:26]5)[cH:17][c:18]4[cH:19]3)[cH:9][cH:10]1)[C:6](=[O:34])[NH:5][CH2:4]2.[OH2:46].[cH:35]1[cH:36][cH:37][n:38][cH:39][cH:40]1>>[NH:1]([c:2]1[c:3]2[c:7]([c:8](-[c:11]3[n:12]([C:27](=[O:28])[O:29][C:30]([CH3:31])([CH3:32])[CH3:33])[c:13]4[cH:14][cH:15][c:16]([CH2:20][N:21]5[CH2:22][CH2:23][CH2:24][CH2:25][CH2:26]5)[cH:17][c:18]4[cH:19]3)[cH:9][cH:10]1)[C:6](=[O:34])[NH:5][CH2:4]2)[S:42]([CH3:41])(=[O:44])=[O:45]. The reactants are CCO, COc1ccc(F)cc1C(C)(C)CC(O)(CNCc1ccccc1)C(F)(F)F, [H][H]. Product: COc1ccc(F)cc1C(C)(C)CC(O)(CN)C(F)(F)F. Reaction SMILES: [CH3:31][CH2:32][OH:33].[F:1][C:2]([C:3]([CH2:4][C:5]([CH3:6])([CH3:7])[c:8]1[c:9]([O:15][CH3:16])[cH:10][cH:11][c:12]([F:14])[cH:13]1)([OH:17])[CH2:18][NH:19][CH2:20][c:21]1[cH:22][cH:23][cH:24][cH:25][cH:26]1)([F:27])[F:28].[H:29][H:30]>>[F:1][C:2]([C:3]([CH2:4][C:5]([CH3:6])([CH3:7])[c:8]1[c:9]([O:15][CH3:16])[cH:10][cH:11][c:12]([F:14])[cH:13]1)([OH:17])[CH2:18][NH2:19])([F:27])[F:28]. Reactants: C([C@@H](O)CC(=O)O)(=O)O (L-malic acid), C([O-])(O)=O.[K+] (potassium bicarbonate). Run in O (water). Run at temperature 10 celsius, time 4 hour. Product: O.C([C@@H](O)CC(=O)O)(=O)[O-].[K+] (monopotassium L-malate monohydrate). Isolated yield 152.1%. RXN SMILES: [C:1]([OH:9])(=[O:8])[C@H:2]([CH2:4][C:5]([OH:7])=[O:6])[OH:3].C(=O)(O)[O-].[K+:14]>O>[OH2:3].[C:1]([O-:9])(=[O:8])[C@H:2]([CH2:4][C:5]([OH:7])=[O:6])[OH:3].[K+:14] |f:1.2,4.5.6|. Reported procedure: 134.1 g (one mole) of L-malic acid and 120 g (1.20 moles) of potassium bicarbonate are dissolved at 60° C. in 200 ml of water. The solution (pH 4.4) is concentrated under reduced pressure to make the total volume thereof about 200 ml. The concentrated solution is cooled to 10° C., and the mixture obtained (i.e., the mixture of the concentrated solution and crystals precipitated) is stirred at the same temperature for 4 hours. After stirring, the mixture had a pH of 6.0. The crystalline precipita...